This data is from the Open Reaction Database (ORD), a public repository of structured organic reaction records. The task is: describe an organic reaction: reactants, conditions, products, and yield The reactants are BrCC1=NC=CC(=C1OC)OCC (2-bromomethyl-4-ethoxy-3-methoxy-pyridine), [K] (potassium), SC=1NC2=C(N1)C=CC=C2 (2-mercaptobenzimidazole), C([O-])([O-])=O.[K+].[K+] (potassium carbonate). Solvent: CN(C=O)C (dimethylformamide), CN(C=O)C (dimethylformamide), C(Cl)(Cl)Cl (chloroform). Yields the product C(C)OC1=C(C(=NC=C1)CSC=1NC2=C(N1)C=CC=C2)OC (2-[(4-ethoxy-3-methoxypyrid-2-yl)methylthio]benzimidazole). Isolated yield 68.3%. RXN SMILES: [K].[SH:2][C:3]1[NH:4][C:5]2[CH:11]=[CH:10][CH:9]=[CH:8][C:6]=2[N:7]=1.C(=O)([O-])[O-].[K+].[K+].Br[CH2:19][C:20]1[C:25]([O:26][CH3:27])=[C:24]([O:28][CH2:29][CH3:30])[CH:23]=[CH:22][N:21]=1>CN(C)C=O.C(Cl)(Cl)Cl>[CH2:29]([O:28][C:24]1[CH:23]=[CH:22][N:21]=[C:20]([CH2:19][S:2][C:3]2[NH:4][C:5]3[CH:11]=[CH:10][CH:9]=[CH:8][C:6]=3[N:7]=2)[C:25]=1[O:26][CH3:27])[CH3:30] |f:2.3.4,^1:0|. Reported procedure: To a suspension of potassium salt of 2-mercaptobenzimidazole (1.3 g) and potassium carbonate (1.0 g) in dimethylformamide (15 ml) was added with stirring, a solution of 2-bromomethyl-4-ethoxy-3-methoxy-pyridine (1.6 g) in dimethylformamide (5 ml), and the mixture was stirred at room temperature for 30 minutes. The reaction mixture was diluted with chloroform (50 ml), washed with water, 1N-sodium hydroxide, and water in this order, dried, and evaporated. The residue was purified by column chromat... The reactants are C(C1=CC=CC=C1)N1C(=NC=C1)CC(C(CC)=O)C(CC)=O (4-(1-benzyl-1H-imidazol-2-ylmethyl)-heptane-3,5-dione), C(C)NN (ethylhydrazine). The product is C(C1=CC=CC=C1)N1C(=NC=C1)CC=1C(=NN(C1CC)CC)CC (4-(1-Benzyl-1H-imidazol-2-ylmethyl)-1,3,5-triethyl-1H-pyrazole). RXN SMILES: [CH2:1]([N:8]1[CH:12]=[CH:11][N:10]=[C:9]1[CH2:13][CH:14]([C:19](=O)[CH2:20][CH3:21])[C:15](=O)[CH2:16][CH3:17])[C:2]1[CH:7]=[CH:6][CH:5]=[CH:4][CH:3]=1.[CH2:23]([NH:25][NH2:26])[CH3:24]>>[CH2:1]([N:8]1[CH:12]=[CH:11][N:10]=[C:9]1[CH2:13][C:14]1[C:19]([CH2:20][CH3:21])=[N:26][N:25]([CH2:23][CH3:24])[C:15]=1[CH2:16][CH3:17])[C:2]1[CH:7]=[CH:6][CH:5]=[CH:4][CH:3]=1. Procedure details: 4-(1-Benzyl-1H-imidazol-2-ylmethyl)-1,3,5-triethyl-1H-pyrazole was prepared from 4-(1-benzyl-1H-imidazol-2-ylmethyl)-heptane-3,5-dione and ethylhydrazine in analogy to Example 190 b): light yellow viscous oil; MS (ISP): 323.2 ((M+H)+.). Reactants: C(C)(C)C(C(=O)O)C1=CC=C(C=C1)OC (α-isopropyl-(4-methoxyphenyl)acetic acid), FC(C1=CC(=CC=C1)OC1=CC=CC=C1)Br (α-fluoro-3-phenoxybenzylbromide). The product is C(C)(C)C(C(=O)OC(C1=CC(=CC=C1)OC1=CC=CC=C1)F)C1=CC=C(C=C1)OC (α-Fluoro-3-phenoxybenzyl α-isopropyl-(4-methoxyphenyl)acetate). RXN SMILES: [CH:1]([CH:4]([C:8]1[CH:13]=[CH:12][C:11]([O:14][CH3:15])=[CH:10][CH:9]=1)[C:5]([OH:7])=[O:6])([CH3:3])[CH3:2].[F:16][CH:17](Br)[C:18]1[CH:23]=[CH:22][CH:21]=[C:20]([O:24][C:25]2[CH:30]=[CH:29][CH:28]=[CH:27][CH:26]=2)[CH:19]=1>>[CH:1]([CH:4]([C:8]1[CH:13]=[CH:12][C:11]([O:14][CH3:15])=[CH:10][CH:9]=1)[C:5]([O:7][CH:17]([F:16])[C:18]1[CH:23]=[CH:22][CH:21]=[C:20]([O:24][C:25]2[CH:26]=[CH:27][CH:28]=[CH:29][CH:30]=2)[CH:19]=1)=[O:6])([CH3:3])[CH3:2]. Reported procedure: This compound was prepared from α-isopropyl-(4-methoxyphenyl)acetic acid and α-fluoro-3-phenoxybenzylbromide following the procedure described in Example 2 Method B. The product, a colourless oil, was characterised by pmr spectroscopy. Chemical shift δppm (solvent CDCl3): 0.72 (3H, d, J=6 Hz, CH3); 1.06 (3H, d of d, J=6 Hz and J=2 Hz, CH3); about 2.25 (1H, m, --CH(CH3)2); 3.17 (1H, d, J=10 Hz, CH); 3.76 (3H, s, CH3O); 7.18 (1H, d of d, J=56 Hz and J=2 Hz, CHF); about 7.2 (13H, m, aromatic proton... Starting materials: ClC1=C(C=CC(=C1)Cl)C=1N=C(C(=NC1CC)N[C@H]1[C@H](CC2=CC=CC=C12)O)CC ((1R,2S)-1-{[5-(2,4-dichlorophenyl)-3,6-diethylpyrazin-2-yl]amino}-2,3-dihydro-1H-inden-2-ol), BrC=1N=C(C(=NC1CC)NC1CCC2=CC(=CC=C12)OC)CC (5-bromo-3,6-diethyl-N-(5-methoxy-2,3-dihydro-1H-inden-1-yl)pyrazin-2-amine). Reagents/catalysts: [Pd].C1(=CC=CC=C1)P(C1=CC=CC=C1)C1=CC=CC=C1.C1(=CC=CC=C1)P(C1=CC=CC=C1)C1=CC=CC=C1.C1(=CC=CC=C1)P(C1=CC=CC=C1)C1=CC=CC=C1.C1(=CC=CC=C1)P(C1=CC=CC=C1)C1=CC=CC=C1 (tetrakis(triphenylphosphine) palladium). The solvent is COCCOC (ethylene glycol dimethyl ether). Yields the product ClC1=C(C=CC(=C1)Cl)C=1N=C(C(=NC1CC)NC1CCC2=CC(=CC=C12)OC)CC (5-(2,4-dichlorophenyl)-3,6-diethyl-N-(5-methoxy-2,3-dihydro-1H-inden-1-yl)pyrazin-2-amine). RXN SMILES: [Cl:1][C:2]1[CH:7]=[C:6]([Cl:8])[CH:5]=[CH:4][C:3]=1[C:9]1[N:10]=[C:11]([CH2:28][CH3:29])[C:12]([NH:17][C@@H:18]2[C:26]3[C:21](=[CH:22][CH:23]=[CH:24][CH:25]=3)[CH2:20][C@@H:19]2O)=[N:13][C:14]=1[CH2:15][CH3:16].BrC1N=C(CC)C(NC2C3C(=C[C:45]([O:49]C)=CC=3)CC2)=NC=1CC>[Pd].C1(P(C2C=CC=CC=2)C2C=CC=CC=2)C=CC=CC=1.C1(P(C2C=CC=CC=2)C2C=CC=CC=2)C=CC=CC=1.C1(P(C2C=CC=CC=2)C2C=CC=CC=2)C=CC=CC=1.C1(P(C2C=CC=CC=2)C2C=CC=CC=2)C=CC=CC=1.COCCOC>[Cl:1][C:2]1[CH:7]=[C:6]([Cl:8])[CH:5]=[CH:4][C:3]=1[C:9]1[N:10]=[C:11]([CH2:28][CH3:29])[C:12]([NH:17][CH:18]2[C:26]3[C:21](=[CH:22][C:23]([O:49][CH3:45])=[CH:24][CH:25]=3)[CH2:20][CH2:19]2)=[N:13][C:14]=1[CH2:15][CH3:16] |f:2.3.4.5.6|. Procedure: Following the procedure for the preparation of (1R,2S)-1-{[5-(2,4-dichlorophenyl)-3,6-diethylpyrazin-2-yl]amino}-2,3-dihydro-1H-inden-2-ol but substituting 5-bromo-3,6-diethyl-N-(5-methoxy-2,3-dihydro-1H-inden-1-yl)pyrazin-2-amine, ethylene glycol dimethyl ether and tetrakis(triphenylphosphine) palladium and making non-critical variations provided the title compound as a oil: 1H NMR (CDCl3) δ) 1.28, 1.95, 2.51, 2.65, 2.80, 2.95, 3.02, 3.85, 4.14, 4.65, 5.73, 6.82, 6.87, 7.28-7.35, 7.5; HRMS (FAB...